Dataset: the Open Reaction Database (ORD), a public repository of structured organic reaction records. Task: describe an organic reaction: reactants, conditions, products, and yield Starting materials: C1(=CC=CC=C1)CO (phenylmethanol), ClC(Cl)(OC(OC(Cl)(Cl)Cl)=O)Cl (Triphosgene). The solvent is C(Cl)(Cl)(Cl)Cl (carbon tetrachloride), C(Cl)(Cl)(Cl)Cl (carbon tetrachloride). Reaction conditions: temperature 5 celsius, time 5 hour. The product is ClC(=O)OCC1=CC=CC=C1 (Benzyl Chloroformate). Isolated yield 95.6%. As a reaction SMILES: [Cl:1][C:2](Cl)([O:4]C(=O)OC(Cl)(Cl)Cl)Cl.[C:13]1([CH2:19][OH:20])[CH:18]=[CH:17][CH:16]=[CH:15][CH:14]=1>C(Cl)(Cl)(Cl)Cl>[Cl:1][C:2]([O:20][CH2:19][C:13]1[CH:18]=[CH:17][CH:16]=[CH:15][CH:14]=1)=[O:4]. Reported procedure: Triphosgene (29.8 g, 0.1 mol) and 50 mL of carbon tetrachloride were added into 250 mL of flask in sequence, the mixture was cooled to 5° C. below by ice bath, then the solution of phenylmethanol (10.8 g, 0.1 mol) and 20 mL of carbon tetrachloride were dropwise to the reaction solution followed by stirring for 5 hours at room temperature after removing ice bath. The reaction was monitored by thin-layer chromatography (TLC). Upon completion the mixture was added ethyl acetate, the organic phase w... Reactants: C(C)(C)(C)OC(=O)N1CCC(CC1)C(C)O (N-tert-butoxycarbonyl-4-(1-hydroxyethyl)piperidine), C(Br)(Br)(Br)Br (carbon tetrabromide), C1(=CC=CC=C1)P(C1=CC=CC=C1)C1=CC=CC=C1 (triphenylphosphine). Solvent: ClCCl (dichloromethane), ClCCl (dichloromethane). The product is C(C)(C)(C)OC(=O)N1CCC(CC1)C(C)Br (N-t-Butoxycarbonyl-4-(1-bromoethyl)piperidine). Isolated yield 114.3%. RXN SMILES: [C:1]([O:5][C:6]([N:8]1[CH2:13][CH2:12][CH:11]([CH:14](O)[CH3:15])[CH2:10][CH2:9]1)=[O:7])([CH3:4])([CH3:3])[CH3:2].C(Br)(Br)(Br)[Br:18].C1(P(C2C=CC=CC=2)C2C=CC=CC=2)C=CC=CC=1>ClCCl>[C:1]([O:5][C:6]([N:8]1[CH2:13][CH2:12][CH:11]([CH:14]([Br:18])[CH3:15])[CH2:10][CH2:9]1)=[O:7])([CH3:4])([CH3:3])[CH3:2]. Procedure: In dichloromethane (20 ml) was dissolved N-tert-butoxycarbonyl-4-(1-hydroxyethyl)piperidine (0.92 g). After addition of carbon tetrabromide, (1.62 g), triphenylphosphine (1.58 g) was slowly added under ice-cooling. The mixture was stirred at room temperature for 2 hours, at the end of which time the dichloromethane was distilled off. The residue was diluted with ethyl acetate and an aqueous solution of NaHCO3 and the insoluble matter was filtered off. The filtrate was extracted with ethyl acetat... The reactants are CCOC(=O)/C=C/CP(=O)(OCC)OCC (triethyl 4-phosphonocrotonate), Cl (hydrochloric acid), CC(C)([O-])C.[K+] (potassium tert.-butoxide), CC(=O)C1=CC=C(C=C1)OC (4-methoxyacetophenone). Solvent: O1CCCC1 (tetrahydrofuran), O (water), O1CCCC1 (tetrahydrofuran). Reaction conditions: time 1 hour. Product: COC1=CC=C(C=C1)C(=CC=CC(=O)OCC)C (ethyl 5-(4-methoxyphenyl)-2,4-hexadienoate). Isolated yield 15.6%. RXN SMILES: CC(C)([O-])C.[K+].[CH3:7][CH2:8][O:9][C:10](/[CH:12]=[CH:13]/[CH2:14]P(OCC)(OCC)=O)=[O:11].[CH3:23][C:24]([C:26]1[CH:31]=[CH:30][C:29]([O:32][CH3:33])=[CH:28][CH:27]=1)=O.Cl>O1CCCC1.O>[CH3:33][O:32][C:29]1[CH:30]=[CH:31][C:26]([C:24]([CH3:23])=[CH:14][CH:13]=[CH:12][C:10]([O:9][CH2:8][CH3:7])=[O:11])=[CH:27][CH:28]=1 |f:0.1|. Reported procedure: A stirred solution of 25.3 grams (0.230 mole) of potassium tert.-butoxide in 250 mL of tetrahydrofuran was cooled to 0° C., and a solution of 56.5 grams (0.230 mole) triethyl 4-phosphonocrotonate in 50 mL of tetrahydrofuran was added dropwise while maintaining the reaction mixture temperature at about 0°-10° C. The complete addition required about 30 minutes. The reaction mixture was then stirred for one hour at 0°-5° C., and then 26.6 grams (0.180 mole) of 4-methoxyacetophenone was added in one... Starting materials: ClCCl, C=CCc1cccc(Cl)c1C=NO, CC(=O)[O-], [O-]Cl, [Na+], [Na+]. Product: Clc1cccc2c1C1=NOCC1C2. As a reaction SMILES: [CH2:22]([Cl:23])[Cl:24].[CH2:4]([CH:5]=[CH2:6])[c:7]1[c:8]([CH:9]=[N:10][OH:11])[c:12]([Cl:16])[cH:13][cH:14][cH:15]1.[CH3:18][C:19](=[O:20])[O-:21].[Cl:1][O-:2].[Na+:17].[Na+:3]>>[CH2:4]1[CH:5]2[CH2:6][O:11][N:10]=[C:9]2[c:8]2[c:7]1[cH:15][cH:14][cH:13][c:12]2[Cl:16]. Reactants: O=c1nc(-c2ccccc2Cl)c2cc([N+](=O)[O-])ccc2[nH]1, O=P(Cl)(Cl)Cl. The product is O=[N+]([O-])c1ccc2nc(Cl)nc(-c3ccccc3Cl)c2c1. As a reaction SMILES: [Cl:1][c:2]1[c:3](-[c:8]2[n:9][c:10](=[O:21])[nH:11][c:12]3[cH:13][cH:14][c:15]([N+:18](=[O:19])[O-:20])[cH:16][c:17]23)[cH:4][cH:5][cH:6][cH:7]1.[P:22]([Cl:23])([Cl:24])([Cl:25])=[O:26]>>[Cl:1][c:2]1[c:3](-[c:8]2[n:9][c:10]([Cl:24])[n:11][c:12]3[cH:13][cH:14][c:15]([N+:18](=[O:19])[O-:20])[cH:16][c:17]23)[cH:4][cH:5][cH:6][cH:7]1. Reactants: C1(=CCC=CC1)[C@H]1C[C@H](NC1)C(=O)O (cis-4-(1,4-Cyclohexadienyl)-L-proline), [H][H] (hydrogen). The reagents and catalysts are [C].[Pd] (palladium-carbon). Product: C1(=CCCCC1)[C@H]1C[C@H](NC1)C(=O)O (cis-4-(1-cyclohexenyl)-L-proline). RXN SMILES: [C:1]1([C@@H:7]2[CH2:11][NH:10][C@H:9]([C:12]([OH:14])=[O:13])[CH2:8]2)[CH2:6][CH:5]=[CH:4][CH2:3][CH:2]=1.[H][H]>[C].[Pd]>[C:1]1([C@@H:7]2[CH2:11][NH:10][C@H:9]([C:12]([OH:14])=[O:13])[CH2:8]2)[CH2:6][CH2:5][CH2:4][CH2:3][CH:2]=1 |f:2.3|. Reported procedure: cis-4-(1,4-Cyclohexadienyl)-L-proline is treated with a palladium-carbon catalyst and shaken on a Parr hydrogenator under 3 atmospheres of hydrogen to yield cis-4-(1-cyclohexenyl)-L-proline. Reactants: CC(=O)NCC1CN(c2ccc(C(CO)Cn3cc([N+](=O)[O-])nc3Br)c(F)c2)C(=O)O1, O=C([O-])[O-], CCOC(C)=O, [Cs+], [Cs+], CN(C)C=O. The product is CC(=O)NCC1CN(c2ccc(C3COc4nc([N+](=O)[O-])cn4C3)c(F)c2)C(=O)O1. RXN SMILES: [Br:1][c:2]1[n:3]([CH2:10][CH:11]([CH2:12][OH:13])[c:14]2[c:15]([F:31])[cH:16][c:17]([N:20]3[C:21](=[O:30])[O:22][CH:23]([CH2:25][NH:26][C:27]([CH3:28])=[O:29])[CH2:24]3)[cH:18][cH:19]2)[cH:4][c:5]([N+:7](=[O:8])[O-:9])[n:6]1.[C:32](=[O:33])([O-:34])[O-:35].[CH3:43][CH2:44][O:45][C:46]([CH3:47])=[O:48].[Cs+:36].[Cs+:37].[O:38]=[CH:39][N:40]([CH3:41])[CH3:42]>>[c:2]12[n:3]([cH:4][c:5]([N+:7](=[O:8])[O-:9])[n:6]1)[CH2:10][CH:11]([c:14]1[c:15]([F:31])[cH:16][c:17]([N:20]3[C:21](=[O:30])[O:22][CH:23]([CH2:25][NH:26][C:27]([CH3:28])=[O:29])[CH2:24]3)[cH:18][cH:19]1)[CH2:12][O:13]2.